This data is from the Open Reaction Database (ORD), a public repository of structured organic reaction records. The task is: describe an organic reaction: reactants, conditions, products, and yield Starting materials: C12CC(CC(CC1)O2)=O (8-oxabicyclo[3.2.1]octan-3-one), [H-].[Al+3].[Li+].[H-].[H-].[H-] (lithium aluminium hydride), O.O.O.O.O.O.O.O.O.O.S(=O)(=O)([O-])[O-].[Na+].[Na+] (sodium sulfate decahydrate). Run in O1CCCC1 (tetrahydrofuran). Conditions: time 30 minute. Yields the product C12CC(CC(CC1)O2)O (8-oxabicyclo[3.2.1]octan-3-ol). Isolated yield 99.8%. As a reaction SMILES: [CH:1]12[O:8][CH:5]([CH2:6][CH2:7]1)[CH2:4][C:3](=[O:9])[CH2:2]2.[H-].[Al+3].[Li+].[H-].[H-].[H-].O.O.O.O.O.O.O.O.O.O.S([O-])([O-])(=O)=O.[Na+].[Na+]>O1CCCC1>[CH:5]12[O:8][CH:1]([CH2:7][CH2:6]1)[CH2:2][CH:3]([OH:9])[CH2:4]2 |f:1.2.3.4.5.6,7.8.9.10.11.12.13.14.15.16.17.18.19|. Procedure details: To a solution of 71 mg of 8-oxabicyclo[3.2.1]octan-3-one (which was prepared by the method as described in Bull. Chem. Soc. Jpn., 1978, 51, 2745-2746) in tetrahydrofuran (2 ml), 32 mg of lithium aluminium hydride was added in nitrogen atmosphere at 0° C., and stirred for 30 minutes at the same temperature. To the solution 300 mg of sodium sulfate decahydrate was added, followed by 15 hours' stirring at room temperature. The insoluble matter was removed by filtration, and the filtrate was concent...